From a dataset of the Open Reaction Database (ORD), a public repository of structured organic reaction records. describe an organic reaction: reactants, conditions, products, and yield Starting materials: powder, ClC1=CC(=C(C=C1)C1=NC2=C(N1CC=1C=C(C(=O)O)C=CC1)C=C(C(=C2)F)F)OCC2CCCC2 (3-[2-(4-Chloro-2-cyclopentylmethoxy-phenyl)-5,6-difluoro-benzoimidazol-1-ylmethyl]-benzoic acid), FC=1C=C(C(=CC1F)N)N (4,5-difluoro-benzene-1,2-diamine), COC(C=1C(C(=O)O)=CC=CC1)=O (phthalic acid monomethyl ester). The product is COC(C1=C(C=CC=C1)C1=NC2=C(N1)C=C(C(=C2)F)F)=O (2-(5,6-Difluoro-1H-benzoimidazol-2-yl)-benzoic acid methyl ester). RXN SMILES: Cl[C:2]1[CH:7]=[CH:6][C:5]([C:8]2[N:12](CC3C=C(C=CC=3)C(O)=O)[C:11]3[CH:23]=[C:24]([F:28])[C:25]([F:27])=[CH:26][C:10]=3[N:9]=2)=[C:4](OCC2CCCC2)[CH:3]=1.FC1C=C(N)C(N)=CC=1F.[CH3:46][O:47][C:48](=[O:58])C1C(=CC=CC=1)C(O)=O>>[CH3:46][O:47][C:48](=[O:58])[C:4]1[CH:3]=[CH:2][CH:7]=[CH:6][C:5]=1[C:8]1[NH:9][C:10]2[CH:26]=[C:25]([F:27])[C:24]([F:28])=[CH:23][C:11]=2[N:12]=1. Reported procedure: The title compound was prepared in analogy to Example 19, intermediate c, from 4,5-difluoro-benzene-1,2-diamine (CAS Reg. No. 76179-40-3) and phthalic acid monomethyl ester (CAS Reg. No. 4376-18-5). Off-white powder (12%). MS (Turbo Spray): m/z=289.0 (M+H). Reactants: BrC1=C(C=C(C=C1)C(CN1CCOCC1)=O)F (1-(4-bromo-3-fluorophenyl)-2-(4-morpholinyl)ethanone), C(C)(=O)O (acetic acid), [BH3-]C#N.[Na+] (NaCNBH3), CN (MeNH2). Solvent: C1CCOC1 (THF). Reaction conditions: temperature 40 celsius, time 15 minute. Product: BrC1=C(C=C(C=C1)C(CN1CCOCC1)NC)F (1-(4-bromo-3-fluorophenyl)-N-methyl-2-(4-morpholinyl)ethanamine), solid. Isolated yield 100.0%. Reaction SMILES: [Br:1][C:2]1[CH:7]=[CH:6][C:5]([C:8](=O)[CH2:9][N:10]2[CH2:15][CH2:14][O:13][CH2:12][CH2:11]2)=[CH:4][C:3]=1[F:17].CN.C(O)(=O)C.[BH3-][C:25]#[N:26].[Na+]>C1COCC1>[Br:1][C:2]1[CH:7]=[CH:6][C:5]([CH:8]([NH:26][CH3:25])[CH2:9][N:10]2[CH2:15][CH2:14][O:13][CH2:12][CH2:11]2)=[CH:4][C:3]=1[F:17] |f:3.4|. Procedure: To an ambient temperature solution containing 1.52 g of 1-(4-bromo-3-fluorophenyl)-2-(4-morpholinyl)ethanone (5.04 mmols) in 25 mL of THF was added 10.1 mL of MeNH2 (20.2 mmols, 2M solution in THF). After stirring for 15 min. 0.66 mL of acetic acid and 1.27 g of NaCNBH3 (20.2 mmols) were added to the reaction mixture. The reaction mixture was then warmed to 40° C. and stirred for 24 h. The reaction mixture was quenched with 10% aqueous Na2CO3 (10 mL). The reaction was diluted with 100 mL of EtOA...